Task: describe an organic reaction: reactants, conditions, products, and yield. Dataset: the Open Reaction Database (ORD), a public repository of structured organic reaction records Reaction conditions: temperature 70 celsius, time 5 hour. Yields the product S(C)(=O)(=O)[O-].COC(CS(=O)(=O)CC[N+](C)(C)C)COCCCCCCCCCCCCCCCCCC (2-[(2-Methoxy-3-octadecyloxypropyl)sulfonyl]ethyltrimethylammonium mesylate). Reaction SMILES: [CH3:1][O:2][CH:3]([CH2:13][O:14][CH2:15][CH2:16][CH2:17][CH2:18][CH2:19][CH2:20][CH2:21][CH2:22][CH2:23][CH2:24][CH2:25][CH2:26][CH2:27][CH2:28][CH2:29][CH2:30][CH2:31][CH3:32])[CH2:4][S:5]([CH2:8][CH2:9][N:10]([CH3:12])[CH3:11])(=[O:7])=[O:6].[CH3:33][S:34]([O:37]C)(=[O:36])=[O:35]>C(Cl)(Cl)Cl>[S:34]([O-:37])(=[O:36])(=[O:35])[CH3:33].[CH3:1][O:2][CH:3]([CH2:13][O:14][CH2:15][CH2:16][CH2:17][CH2:18][CH2:19][CH2:20][CH2:21][CH2:22][CH2:23][CH2:24][CH2:25][CH2:26][CH2:27][CH2:28][CH2:29][CH2:30][CH2:31][CH3:32])[CH2:4][S:5]([CH2:8][CH2:9][N+:10]([CH3:33])([CH3:12])[CH3:11])(=[O:6])=[O:7] |f:3.4|. Run in C(Cl)(Cl)Cl (chloroform). Procedure: In 10 ml of chloroform are dissolved 0.48 g of 2-[(2-methoxy-3-octadecyloxypropyl)sulfonyl]ethyldimethylamine and 1 g of methyl methanesulfonate and the solution is stirred at 70° C. for 5 hours. Then the reaction mixture is concentrated under reduced pressure and the residue is crystallized from chloroform and ether to give 417 mg of the captioned compound. The reactants are COC(CS(=O)(=O)CCN(C)C)COCCCCCCCCCCCCCCCCCC (2-[(2-methoxy-3-octadecyloxypropyl)sulfonyl]ethyldimethylamine), CS(=O)(=O)OC (methyl methanesulfonate). Isolated yield 70.6%. Starting materials: [BH4-], CO, Nc1c2c(nc3ccccc13)CCC(CCC1CCN(Cc3ccccc3)CC1)C2=O, [Na+], O. Product: Nc1c2c(nc3ccccc13)CCC(CCC1CCN(Cc3ccccc3)CC1)C2O. As a reaction SMILES: [BH4-:34].[CH3:32][OH:33].[NH2:1][c:2]1[c:3]2[cH:4][cH:5][cH:6][cH:7][c:8]2[n:9][c:10]2[c:15]1[C:14](=[O:16])[CH:13]([CH2:17][CH2:18][CH:19]1[CH2:20][CH2:21][N:22]([CH2:25][c:26]3[cH:27][cH:28][cH:29][cH:30][cH:31]3)[CH2:23][CH2:24]1)[CH2:12][CH2:11]2.[Na+:35].[OH2:36]>>[NH2:1][c:2]1[c:3]2[cH:4][cH:5][cH:6][cH:7][c:8]2[n:9][c:10]2[c:15]1[CH:14]([OH:16])[CH:13]([CH2:17][CH2:18][CH:19]1[CH2:20][CH2:21][N:22]([CH2:25][c:26]3[cH:27][cH:28][cH:29][cH:30][cH:31]3)[CH2:23][CH2:24]1)[CH2:12][CH2:11]2. Reactants: ice water, C(C)OC(=O)C(C)OC1=CC2=C(C(C(=CO2)C2=CC(=CC=C2)O)=O)C=C1 (7-(1-ethoxycarbonylethyl)oxy-3-(3-hydroxyphenyl)-4H-1-benzopyran-4-one), O1CCOCC1 (dioxane), Cl (hydrochloric acid). Solvent: O (water). The product is OC(=O)C(C)OC1=CC2=C(C(C(=CO2)C2=CC(=CC=C2)O)=O)C=C1 (7-(1-hydroxycarbonylethyl)oxy-3-(3- hydroxyphenyl)-4H-1-benzopyran-4-one). Isolated yield 90.5%. RXN SMILES: C([O:3][C:4]([CH:6]([O:8][C:9]1[CH:26]=[CH:25][C:12]2[C:13](=[O:24])[C:14]([C:17]3[CH:22]=[CH:21][CH:20]=[C:19]([OH:23])[CH:18]=3)=[CH:15][O:16][C:11]=2[CH:10]=1)[CH3:7])=[O:5])C.O1CCOCC1.Cl>O>[OH:5][C:4]([CH:6]([O:8][C:9]1[CH:26]=[CH:25][C:12]2[C:13](=[O:24])[C:14]([C:17]3[CH:22]=[CH:21][CH:20]=[C:19]([OH:23])[CH:18]=3)=[CH:15][O:16][C:11]=2[CH:10]=1)[CH3:7])=[O:3]. Procedure: A mixture of 3.0 g of 7-(1-ethoxycarbonylethyl)oxy-3-(3-hydroxyphenyl)-4H-1-benzopyran-4-one, 90 ml of dioxane, 120 ml of water and 15 ml of hydrochloric acid was refluxed for 2.5 hours, poured into ice water and extracted with ethyl acetate. The extract was washed with water and concentrated and the residue was recrystallized from ethyl acetate-dichloroethane to give 2.5 g of 7-(1-hydroxycarbonylethyl)oxy-3-(3- hydroxyphenyl)-4H-1-benzopyran-4-one as white crystals. m.p. 218°-219° C. Reactants: CN[C@@H]1CNC[C@H]1SC (trans-3-methylamino-4-methylthiopyrrolidine), C(C)OC(=O)C1=CN(C2=NC(=CC=C2C1=O)Cl)C=1SC=CN1 (7-chloro-1,4-dihydro-4-oxo-1-(2-thiazolyl)-1,8-naphthyridine-3-carboxylic acid ethyl ester), ( 4 ). The product is C(C)OC(=O)C1=CN(C2=NC(=CC=C2C1=O)N1C[C@H]([C@@H](C1)SC)NC)C=1SC=CN1 (1,4-dihydro-7-(trans-3-methylamino-4-methylthio-1-pyrrolidinyl)-4-oxo-1-(2-thiazolyl)-1,8-naphthyridine-3-carboxylic acid ethyl ester), ( 1 ). Reaction SMILES: [CH2:1]([O:3][C:4]([C:6]1[C:15](=[O:16])[C:14]2[C:9](=[N:10][C:11](Cl)=[CH:12][CH:13]=2)[N:8]([C:18]2[S:19][CH:20]=[CH:21][N:22]=2)[CH:7]=1)=[O:5])[CH3:2].[CH3:23][NH:24][C@H:25]1[C@H:29]([S:30][CH3:31])[CH2:28][NH:27][CH2:26]1>>[CH2:1]([O:3][C:4]([C:6]1[C:15](=[O:16])[C:14]2[C:9](=[N:10][C:11]([N:27]3[CH2:28][C@@H:29]([S:30][CH3:31])[C@H:25]([NH:24][CH3:23])[CH2:26]3)=[CH:12][CH:13]=2)[N:8]([C:18]2[S:19][CH:20]=[CH:21][N:22]=2)[CH:7]=1)=[O:5])[CH3:2]. Procedure details: With use of 7-chloro-1,4-dihydro-4-oxo-1-(2-thiazolyl)-1,8-naphthyridine-3-carboxylic acid ethyl ester obtained in Example A-1 (4) and trans-3-methylamino-4-methylthiopyrrolidine, there was obtained 1,4-dihydro-7-(trans-3-methylamino-4-methylthio-1-pyrrolidinyl)-4-oxo-1-(2-thiazolyl)-1,8-naphthyridine-3-carboxylic acid ethyl ester in the same manner as in Example C-1 (1). Reactants: N,N'-Carbonyldiimidazole, COC(=O)C1=CC=C(C=C1)C(=O)O (1,4-benzenedicarboxylic acid monomethyl ester), C1(=CC=CC=C1)CCN (Benzeneethanamine). Run in ClCCl (dichloromethane). Run at time 1 hour. The product is C1(=CC=CC=C1)CCNC(=O)C1=CC=C(C(=O)OC)C=C1 (Methyl 4-(2-phenylethylaminocarbonyl)benzoate). Yield: 84.0%. RXN SMILES: [CH3:1][O:2][C:3]([C:5]1[CH:10]=[CH:9][C:8]([C:11]([OH:13])=O)=[CH:7][CH:6]=1)=[O:4].[C:14]1([CH2:20][CH2:21][NH2:22])[CH:19]=[CH:18][CH:17]=[CH:16][CH:15]=1>ClCCl>[C:14]1([CH2:20][CH2:21][NH:22][C:11]([C:8]2[CH:7]=[CH:6][C:5]([C:3]([O:2][CH3:1])=[O:4])=[CH:10][CH:9]=2)=[O:13])[CH:19]=[CH:18][CH:17]=[CH:16][CH:15]=1. Procedure: N,N'-Carbonyldiimidazole (16.2 g, 0.1 mole) was added portionwise under nitrogen to 1,4-benzenedicarboxylic acid monomethyl ester (18 g, 0.1 mole) in dry dichloromethane (250 ml) and stirred for 1 hour. Benzeneethanamine (12.1 g, 0.1 mole) was added and the reaction stirred for 3 hours. The solution was washed with dilute hydrochloric acid, aqueous sodium bicarbonate solution and water, dried and evaporated. The residue, on trituration with ether, afforded the sub-title compound (23.8 g) as a wh...